From a dataset of the Open Reaction Database (ORD), a public repository of structured organic reaction records. describe an organic reaction: reactants, conditions, products, and yield Starting materials: C1CCOC1, OCCCCCO, CCCCCC, [H-], CCI, [Na+]. Product: CCOCCCCCO. Reaction SMILES: [CH2:19]1[O:20][CH2:21][CH2:22][CH2:23]1.[CH2:3]([CH2:4][CH2:5][CH2:6][CH2:7][OH:8])[OH:9].[CH3:13][CH2:14][CH2:15][CH2:16][CH2:17][CH3:18].[H-:2].[I:10][CH2:11][CH3:12].[Na+:1]>>[CH2:3]([CH2:4][CH2:5][CH2:6][CH2:7][O:8][CH2:11][CH3:12])[OH:9]. The reactants are ClC1=CC=C(C=C1)S(=O)(=O)NCC[C@H]1CC[C@H](CC1)CC(=O)O (cis-4-[2-(4-chlorobenzenesulphonylamino)-ethyl]-cyclohexylacetic acid), NC1=NN=NN1 (5-amino-1,2,3,4-tetrazole), C(=O)(C=1NC=CN1)C=1NC=CN1 (carbonyl-bis-imidazole), [N+](=O)([O-])C1=CC=C(C=C1)O (4-nitrophenol). Run in O1CCCC1 (tetrahydrofuran). Reaction conditions: time 10 minute. The product is N1N=NN=C1NC(CO[C@@H]1CC[C@@H](CC1)CCNS(=O)(=O)C1=CC=C(C=C1)Cl)=O (cis-4-[2-(4-Chlorobenzenesulphonylamino)-ethyl]-cyclohexyloxyacetic acid (tetrazol-5-yl)-amide). As a reaction SMILES: [Cl:1][C:2]1[CH:7]=[CH:6][C:5]([S:8]([NH:11][CH2:12][CH2:13][C@@H:14]2[CH2:19][CH2:18][C@H:17](CC(O)=O)[CH2:16][CH2:15]2)(=[O:10])=[O:9])=[CH:4][CH:3]=1.C(C1NC=CN=1)(C1NC=CN=1)=[O:25].[N+](C1C=[CH:43][C:42]([OH:45])=CC=1)([O-])=O.[NH2:46][C:47]1[NH:51][N:50]=[N:49][N:48]=1>O1CCCC1>[NH:48]1[C:47]([NH:46][C:42](=[O:45])[CH2:43][O:25][C@H:17]2[CH2:16][CH2:15][C@@H:14]([CH2:13][CH2:12][NH:11][S:8]([C:5]3[CH:4]=[CH:3][C:2]([Cl:1])=[CH:7][CH:6]=3)(=[O:9])=[O:10])[CH2:19][CH2:18]2)=[N:51][N:50]=[N:49]1. Procedure: To a solution of 2.0 g. (5.3 mMol) cis-4-[2-(4-chlorobenzenesulphonylamino)-ethyl]-cyclohexylacetic acid and 25 ml. anhydrous tetrahydrofuran is added drop-wise 0.86 g. (5.3 mMol) carbonyl-bis-imidazole. The reaction mixture is stirred for 10 minutes, 0.74 g. (5.3 mMol) 4-nitrophenol is added thereto, followed by further stirring for 10 minutes at 40° C. 0.91 g. (100 mMol) anhydrous 5-amino-1,2,3,4-tetrazole is then added thereto. The reaction mixture is kept at 60° C. for 3 hours, then evaporat... Starting materials: C1(C2=C(C(=O)O1)CCCC2)=O (3,4,5,6-tetrahydrophthalic anhydride), ClC1=CC=C(N)C=C1CO (4-chloro-5-hydroxymethyl aniline). Solvent: C(C)(=O)O (acetic acid). Conditions: time 16 hour. Yields the product ClC1=CC=C(C=C1CO)N1C(C2=C(C1=O)CCCC2)=O (N-(4-chloro-5-hydroxymethylphenyl)-3,4,5,6-tetrahydrophthalimide). The yield is 38.4%. As a reaction SMILES: [C:1]1(=[O:11])[O:6][C:4](=O)[C:3]2[CH2:7][CH2:8][CH2:9][CH2:10][C:2]1=2.[Cl:12][C:13]1[C:19]([CH2:20][OH:21])=[CH:18][C:16]([NH2:17])=[CH:15][CH:14]=1>C(O)(=O)C>[Cl:12][C:13]1[C:19]([CH2:20][OH:21])=[CH:18][C:16]([N:17]2[C:1](=[O:11])[C:2]3[CH2:10][CH2:9][CH2:8][CH2:7][C:3]=3[C:4]2=[O:6])=[CH:15][CH:14]=1. Procedure details: To 50 ml of acetic acid, 2.47 g of 3,4,5,6-tetrahydrophthalic anhydride and2.56 g of 4-chloro-5-hydroxymethyl aniline were added and the mixture was heated to reflux under stirring for 16 hours. After cooling, the solvent was evaporated under reduced pressure and the residue was purified by column chromatography (silica gel, benzene/ethyl acetate=10/1 (v/v)) to obtain 1.82 g of the desired product. The reactants are BrC=1C=CC2=C(C(N(N=N2)CC=2C=NC=CC2)=O)C1 (6-bromo-3-(3-pyridylmethyl)-1,2,3-benzotriazin-4 (3H)-one), ClC1=CC=C(C=C1)O (4-chlorophenol), cupric oxide, C([O-])([O-])=O.[K+].[K+] (potassium carbonate). Solvent: N1=CC=CC=C1 (pyridine). The product is ClC1=CC=C(OC=2C=CC3=C(C(N(N=N3)CC=3C=NC=CC3)=O)C2)C=C1 (6-(4-chlorophenoxy)-3-(3-pyridylmethyl)-1,2,3-benzotriazin-4 (3H)-one). Yield: 49.4%. As a reaction SMILES: Br[C:2]1[CH:3]=[CH:4][C:5]2[N:10]=[N:9][N:8]([CH2:11][C:12]3[CH:13]=[N:14][CH:15]=[CH:16][CH:17]=3)[C:7](=[O:18])[C:6]=2[CH:19]=1.[Cl:20][C:21]1[CH:26]=[CH:25][C:24]([OH:27])=[CH:23][CH:22]=1.C(=O)([O-])[O-].[K+].[K+]>N1C=CC=CC=1>[Cl:20][C:21]1[CH:26]=[CH:25][C:24]([O:27][C:2]2[CH:3]=[CH:4][C:5]3[N:10]=[N:9][N:8]([CH2:11][C:12]4[CH:13]=[N:14][CH:15]=[CH:16][CH:17]=4)[C:7](=[O:18])[C:6]=3[CH:19]=2)=[CH:23][CH:22]=1 |f:2.3.4|. Procedure: A mixture of 10.0 g of 6-bromo-3-(3-pyridylmethyl)-1,2,3-benzotriazin-4 (3H)-one, 6.1 g of 4-chlorophenol, 9.4 g of cupric oxide, 13.1 g of potassium carbonate and 100 ml of pyridine was refluxed under heating for 9 hours. After finishing the reaction, the insoluble material was filtered off, and the filtrate was concentrated in vacuo. The resulting residue was chromatographed on a column of silica gel, developing with ethyl acetate/hexane=1:1 and then recrystallized from hexane-methylene chlori...